This data is from the Open Reaction Database (ORD), a public repository of structured organic reaction records. The task is: describe an organic reaction: reactants, conditions, products, and yield Product: heptanes, C(C1=CC=CC=C1)OC1=CC(=C(C#N)C=C1)Cl (4-(Benzyloxy)-2-chlorobenzonitrile). Procedure details: Potassium carbonate (66.3 g, 480 mmol) was added to a mixture of 2-chloro-4-hydroxybenzonitrile (25 g, 160 mmol) and benzyl bromide (19.3 mL, 161 mmol) in acetonitrile (300 mL) and the mixture was stirred for 18 hours at room temperature. The reaction mixture was then filtered and the filtrate was concentrated in vacuo. Trituration of the residue with heptanes afforded the title compound as an off-white solid in 99% yield, 38.65 g. RXN SMILES: C(=O)([O-])[O-].[K+].[K+].[Cl:7][C:8]1[CH:15]=[C:14]([OH:16])[CH:13]=[CH:12][C:9]=1[C:10]#[N:11].[CH2:17](Br)[C:18]1[CH:23]=[CH:22][CH:21]=[CH:20][CH:19]=1>C(#N)C>[CH2:17]([O:16][C:14]1[CH:13]=[CH:12][C:9]([C:10]#[N:11])=[C:8]([Cl:7])[CH:15]=1)[C:18]1[CH:23]=[CH:22][CH:21]=[CH:20][CH:19]=1 |f:0.1.2|. Reactants: C([O-])([O-])=O.[K+].[K+] (Potassium carbonate), ClC1=C(C#N)C=CC(=C1)O (2-chloro-4-hydroxybenzonitrile), C(C1=CC=CC=C1)Br (benzyl bromide). Solvent: C(C)#N (acetonitrile). Conditions: time 18 hour. Isolated yield 99.0%. Reported procedure: The title compound was prepared according to the procedure described in step 3 of Example 1 from 5-fluoro-2-(4-fluorophenoxy)nicotinic acid (step 3 of Example 1) and methyl 4-(aminomethyl)-2-methylbenzoate: 1H-NMR (CDCl3) δ 8.38 (1H, dd, J=8.1, 3.1 Hz), 8.30–8.24 (1H, m), 8.05 (1H, d, J=3.1 Hz), 7.88 (1H, d, J=8.1 Hz), 7.26–7.08 (6H, m), 4.71 (2H, d, J=5.9 Hz), 3.90 (3H, s), 3.87 (3H, s); MS (ESI) m/z 413 (M+H)+, 411 (M−H)−. The reactants are FC=1C=C(C(=NC1)OC1=CC=C(C=C1)F)C(=O)NCC1=CC=C(C(=O)OC)C=C1 (Methyl 4-[({[5-fluoro-2-(4-fluorophenoxy)pyridin-3-yl]carbonyl}amino)methyl]benzoate), NCC1=CC(=C(C(=O)OC)C=C1)C (methyl 4-(aminomethyl)-2-methylbenzoate). As a reaction SMILES: [F:1][C:2]1[CH:3]=[C:4]([C:16]([NH:18][CH2:19][C:20]2[CH:29]=[CH:28][C:23]([C:24]([O:26][CH3:27])=[O:25])=[CH:22][CH:21]=2)=[O:17])[C:5]([O:8][C:9]2[CH:14]=[CH:13][C:12]([F:15])=[CH:11][CH:10]=2)=[N:6][CH:7]=1.N[CH2:31]C1C=CC(C(OC)=O)=C(C)C=1>>[F:1][C:2]1[CH:3]=[C:4]([C:16]([NH:18][CH2:19][C:20]2[CH:21]=[CH:22][C:23]([C:24]([O:26][CH3:27])=[O:25])=[C:28]([CH3:31])[CH:29]=2)=[O:17])[C:5]([O:8][C:9]2[CH:14]=[CH:13][C:12]([F:15])=[CH:11][CH:10]=2)=[N:6][CH:7]=1. Yields the product FC=1C=C(C(=NC1)OC1=CC=C(C=C1)F)C(=O)NCC1=CC(=C(C(=O)OC)C=C1)C (Methyl 4-[({[5-fluoro-2-(4-fluorophenoxy)pyridin-3-yl]carbonyl}amino)methyl]-2-methylbenzoate). Reactants: CO, Cc1nc(NNC(=O)C(CC2CCCC2)CN(C=O)OCc2ccccc2)c(F)c(N2CCOCC2C)n1. Product: Cc1nc(NNC(=O)C(CC2CCCC2)CN(O)C=O)c(F)c(N2CCOCC2C)n1. RXN SMILES: [CH3:39][OH:40].[CH:1]1([CH2:6][CH:7]([CH2:8][N:9]([CH:10]=[O:11])[O:12][CH2:13][c:14]2[cH:15][cH:16][cH:17][cH:18][cH:19]2)[C:20](=[O:21])[NH:22][NH:23][c:24]2[n:25][c:26]([CH3:38])[n:27][c:28]([N:31]3[CH:32]([CH3:37])[CH2:33][O:34][CH2:35][CH2:36]3)[c:29]2[F:30])[CH2:2][CH2:3][CH2:4][CH2:5]1>>[CH:1]1([CH2:6][CH:7]([CH2:8][N:9]([CH:10]=[O:11])[OH:12])[C:20](=[O:21])[NH:22][NH:23][c:24]2[n:25][c:26]([CH3:38])[n:27][c:28]([N:31]3[CH:32]([CH3:37])[CH2:33][O:34][CH2:35][CH2:36]3)[c:29]2[F:30])[CH2:2][CH2:3][CH2:4][CH2:5]1. The reactants are ClC=1C=CC(=C(C1)C1OCCO1)[N+](=O)[O-] (2-(5-chloro-2-nitrophenyl)-1,3-dioxolane), N1CCCCC1 (piperidine). Reaction conditions: time 3 hour. The product is [N+](=O)([O-])C1=C(C=C(C=C1)N1CCCCC1)C1OCCO1 (2-(2-nitro-5-piperdinylphenyl)-1,3-dioxolane). Isolated yield 86.2%. As a reaction SMILES: Cl[C:2]1[CH:3]=[CH:4][C:5]([N+:13]([O-:15])=[O:14])=[C:6]([CH:8]2[O:12][CH2:11][CH2:10][O:9]2)[CH:7]=1.[NH:16]1[CH2:21][CH2:20][CH2:19][CH2:18][CH2:17]1>>[N+:13]([C:5]1[CH:4]=[CH:3][C:2]([N:16]2[CH2:21][CH2:20][CH2:19][CH2:18][CH2:17]2)=[CH:7][C:6]=1[CH:8]1[O:12][CH2:11][CH2:10][O:9]1)([O-:15])=[O:14]. Procedure: A mixture of 2-(5-chloro-2-nitrophenyl)-1,3-dioxolane (21.3 g, 0.09 mole) and piperidine (39.6 g, 0.46 mole) was heated at reflux in an oil bath. After 3 hours, excess piperidine was evaporated and the residue partitioned between water and dichloromethane. The organic phase was separated and the aqueous layer extracted with dichloromethane. Combined extracts were washed with water, dried over magnesium sulfate and concentrated in vacuo to afford 2-(2-nitro-5-piperdinylphenyl)-1,3-dioxolane (21.6... Reactants: C(#N)C=1C(CCCC1)C(=O)OCC (ethyl 2-cyanocyclohex-2-enecarboxylate), [OH-].[K+] (potassium hydroxide), C(C)O (ethanol). Yields the product C1=C(C(CCC1)C(=O)O)C(=O)O (cyclohexene-2,3-dicarboxylic acid). As a reaction SMILES: C([C:3]1[CH:4]([C:9]([O:11]CC)=[O:10])C[CH2:6][CH2:7][CH:8]=1)#N.[OH-:14].[K+].[CH2:16]([OH:18])[CH3:17]>>[CH:3]1[CH2:8][CH2:7][CH2:6][CH:17]([C:16]([OH:14])=[O:18])[C:4]=1[C:9]([OH:11])=[O:10] |f:1.2|. Procedure: A stirred solution of 12.0 grams (0.067 mole) of ethyl 2-cyanocyclohex-2-enecarboxylate (prepared by the method of G. Kon and B. Nandi, JCS, 1628-1633 (1933), and 75 ml of aqueous 30% potassium hydroxide in approximately 20 ml of ethanol was heated under reflux for 16 hours. The reaction mixture was cooled and concentrated under reduced pressure to a residue. The residue was cooled in an ice bath, and the pH was adjusted to 2 with sulfuric acid. The resultant precipitate was collected by filtrat...